From a dataset of the Open Reaction Database (ORD), a public repository of structured organic reaction records. describe an organic reaction: reactants, conditions, products, and yield Reactants: crude mixture, Cl/C=1/C2=C(N(C(C\N1)=O)C)C=CC(=C2)Cl ((E)-5,7-Dichloro-1-methyl-1H-benzo[e][1,4]diazepin-2(3H)-one), [OH-].[Cs+] (cesium hydroxide), COC1=CC=C(COC2=CC=C(C=C2)B2OC(C(O2)(C)C)(C)C)C=C1 (2-(4-(4-methoxybenzyloxy)phenyl)-4,4,5,5-tetramethyl-1,3,2-dioxaborolane). The reagents and catalysts are C=1C=CC(=CC1)[P](C=2C=CC=CC2)(C=3C=CC=CC3)[Pd]([P](C=4C=CC=CC4)(C=5C=CC=CC5)C=6C=CC=CC6)([P](C=7C=CC=CC7)(C=8C=CC=CC8)C=9C=CC=CC9)[P](C=1C=CC=CC1)(C=1C=CC=CC1)C=1C=CC=CC1 (tetrakis(triphenylphosphine)palladium). Solvent: C(C)(=O)OCC (ethyl acetate), O1CCOCC1.O (dioxane water). Conditions: temperature 90 celsius. The product is ClC1=CC\2=C(N(C(C\N=C2\C2=CC=C(C=C2)OCC2=CC=C(C=C2)OC)=O)C)C=C1 ((Z)-7-Chloro-5-(4-(4-methoxybenzyloxy)phenyl)-1-methyl-1H-benzo[e][1,4]diazepin-2(3H)-one). As a reaction SMILES: Cl[C:2]1[C:3]2[CH:14]=[C:13]([Cl:15])[CH:12]=[CH:11][C:4]=2[N:5]([CH3:10])[C:6](=[O:9])[CH2:7][N:8]=1.[OH-].[Cs+].[CH3:18][O:19][C:20]1[CH:42]=[CH:41][C:23]([CH2:24][O:25][C:26]2[CH:31]=[CH:30][C:29](B3OC(C)(C)C(C)(C)O3)=[CH:28][CH:27]=2)=[CH:22][CH:21]=1>O1CCOCC1.O.C(OCC)(=O)C.C1C=CC([P]([Pd]([P](C2C=CC=CC=2)(C2C=CC=CC=2)C2C=CC=CC=2)([P](C2C=CC=CC=2)(C2C=CC=CC=2)C2C=CC=CC=2)[P](C2C=CC=CC=2)(C2C=CC=CC=2)C2C=CC=CC=2)(C2C=CC=CC=2)C2C=CC=CC=2)=CC=1>[Cl:15][C:13]1[CH:12]=[CH:11][C:4]2[N:5]([CH3:10])[C:6](=[O:9])[CH2:7][N:8]=[C:2]([C:29]3[CH:28]=[CH:27][C:26]([O:25][CH2:24][C:23]4[CH:22]=[CH:21][C:20]([O:19][CH3:18])=[CH:42][CH:41]=4)=[CH:31][CH:30]=3)[C:3]=2[CH:14]=1 |f:1.2,4.5,^1:59,61,80,99|. Procedure: (E)-5,7-Dichloro-1-methyl-1H-benzo[e][1,4]diazepin-2(3H)-one (5.00 g, 20.57 mmol), cesium hydroxide (6.91 g, 41.1 mmol), and 2-(4-(4-methoxybenzyloxy)phenyl)-4,4,5,5-tetramethyl-1,3,2-dioxaborolane (9.10 g, 26.7 mmol) were dissolved in dioxane/water (100 mL/30 mL), and the mixture was subjected to vacuum followed by nitrogen gas. The de-gassing was repeated twice, and then tetrakis(triphenylphosphine)palladium (0) (475 mg, 0.41 mmol) was added. The reaction was then heated to 90° C. for 18 hours... The reactants are CCNC(=S)N(C)c1sc(-c2cccnc2)nc1C, CCO, CCI. The product is CCN=C(SCC)N(C)c1sc(-c2cccnc2)nc1C. Reaction SMILES: [CH2:1]([CH3:2])[NH:3][C:4]([N:5]([c:6]1[c:7]([CH3:17])[n:8][c:9](-[c:11]2[cH:12][n:13][cH:14][cH:15][cH:16]2)[s:10]1)[CH3:18])=[S:19].[CH3:23][CH2:24][OH:25].[I:20][CH2:21][CH3:22]>>[CH2:1]([CH3:2])[N:3]=[C:4]([N:5]([c:6]1[c:7]([CH3:17])[n:8][c:9](-[c:11]2[cH:12][n:13][cH:14][cH:15][cH:16]2)[s:10]1)[CH3:18])[S:19][CH2:21][CH3:22]. Reactants: C([O-])([O-])=O.[Na+].[Na+] (Sodium carbonate), C1(=CC=CC=C1)P(C1=CC=CC=C1)C1=CC=CC=C1 (triphenylphosphine), N1=CC(=CC=C1)B(O)O (3-pyridine boronic acid), BrC1=CC=C2C3=C(C(=NC2=C1)N)N=C1N3CCCN(C1)S(=O)(=O)C (3-bromo-9-(methylsulfonyl)-9,10,11,12-tetrahydro-8H-[1,4]diazepino[1′,2′:1,2]imidazo[4,5-c]quinolin-6-amine). Reagents/catalysts: C(C)(=O)[O-].[Pd+2].C(C)(=O)[O-] (palladium (II) acetate). Solvent: C(CC)O (n-propanol), CO (methanol), O (water). Reaction conditions: temperature 80 celsius. Yields the product CS(=O)(=O)N1CC=2N(C3=C(C(=NC4=CC(=CC=C34)C=3C=NC=CC3)N)N2)CCC1 (9-(methylsulfonyl)-3-pyridin-3-yl-9,10,11,12-tetrahydro-8H-[1,4]diazepino[1′,2′:1,2]imidazo[4,5-c]quinolin-6-amine). Isolated yield 17.1%. RXN SMILES: C(=O)([O-])[O-].[Na+].[Na+].C1(P(C2C=CC=CC=2)C2C=CC=CC=2)C=CC=CC=1.[N:26]1[CH:31]=[CH:30][CH:29]=[C:28](B(O)O)[CH:27]=1.Br[C:36]1[CH:45]=[C:44]2[C:39]([C:40]3[N:49]4[CH2:50][CH2:51][CH2:52][N:53]([S:55]([CH3:58])(=[O:57])=[O:56])[CH2:54][C:48]4=[N:47][C:41]=3[C:42]([NH2:46])=[N:43]2)=[CH:38][CH:37]=1>C(O)CC.CO.C([O-])(=O)C.[Pd+2].C([O-])(=O)C.O>[CH3:58][S:55]([N:53]1[CH2:52][CH2:51][CH2:50][N:49]2[C:40]3[C:39]4[C:44](=[CH:45][C:36]([C:28]5[CH:27]=[N:26][CH:31]=[CH:30][CH:29]=5)=[CH:37][CH:38]=4)[N:43]=[C:42]([NH2:46])[C:41]=3[N:47]=[C:48]2[CH2:54]1)(=[O:57])=[O:56] |f:0.1.2,8.9.10|. Procedure: Sodium carbonate (0.140 g, 1.32 mmol), triphenylphosphine (74.7 mg, 0.33 mmol), 3-pyridine boronic acid (0.149 g, 1.21 mmol), and palladium (II) acetate (25 mg, 0.11 mmol) were sequentially added to a solution of 3-bromo-9-(methylsulfonyl)-9,10,11,12-tetrahydro-8H-[1,4]diazepino[1′,2′:1,2]imidazo[4,5-c]quinolin-6-amine (0.450 g, 1.1 mmol) in n-propanol (15 mL), methanol (10 mL), and water (5 mL). The reaction was heated at 80° C. overnight and then concentrated under reduced pressure. The residu... Starting materials: CS(=O)(=O)C=1C=C(C=CC1)C1=CC=C(C=C1)C1=CC(=NN1CC(=O)O)C(F)(F)F (2-(5-(3′-(methylsulfonyl)-[1,1′-biphenyl]-4-yl)-3-(trifluoromethyl)-1H-pyrazol-1-yl)acetic acid), ClCSC (chloromethylmethylsulfane), C([O-])([O-])=O.[K+].[K+] (potassium carbonate). Solvent: CN(C)C=O (DMF), O (water). Run at time 1 hour. The product is CS(=O)(=O)C=1C=C(C=CC1)C1=CC=C(C=C1)C1=CC(=NN1CC(=O)OCSC)C(F)(F)F (methylthiomethyl 2-(5-(3′-(methylsulfonyl)biphenyl-4-yl)-3-(trifluoromethyl)-1H-pyrazol-1-yl)acetate). The yield is 6.6%. Reaction SMILES: [CH3:1][S:2]([C:5]1[CH:6]=[C:7]([C:11]2[CH:16]=[CH:15][C:14]([C:17]3[N:21]([CH2:22][C:23]([OH:25])=[O:24])[N:20]=[C:19]([C:26]([F:29])([F:28])[F:27])[CH:18]=3)=[CH:13][CH:12]=2)[CH:8]=[CH:9][CH:10]=1)(=[O:4])=[O:3].Cl[CH2:31][S:32][CH3:33].C(=O)([O-])[O-].[K+].[K+]>CN(C=O)C.O>[CH3:1][S:2]([C:5]1[CH:6]=[C:7]([C:11]2[CH:16]=[CH:15][C:14]([C:17]3[N:21]([CH2:22][C:23]([O:25][CH2:31][S:32][CH3:33])=[O:24])[N:20]=[C:19]([C:26]([F:29])([F:27])[F:28])[CH:18]=3)=[CH:13][CH:12]=2)[CH:8]=[CH:9][CH:10]=1)(=[O:3])=[O:4] |f:2.3.4|. Reported procedure: A mixture of compound 38 (0.2 g, 0.471 mmol), chloromethylmethylsulfane (0182 g, 1.89 mmol) and potassium carbonate (0.324 g, 2.36 mmol) in DMF (5 mL) was stirred at room temperature for 1 h, then heated to 100° C. for 10 h. On completion, the reaction mixture was diluted with water (30 mL) and extracted with ethyl acetate (50 mL×3). The combined organic layer was washed with saturated brine, dried over sodium sulphate and concentrated. The crude reaction mixture was purificated by prep HPLC to ... Yields the product CS(=O)(=O)Nc1cc(C(c2cc(F)ccc2F)S(=O)(=O)c2ccc(F)c(F)c2)c(Cl)cn1. Starting materials: CCOC(C)=O, CCCC[N+](CCCC)(CCCC)CCCC, CS(=O)(=O)N(c1cc(C(c2cc(F)ccc2F)S(=O)(=O)c2ccc(F)c(F)c2)c(Cl)cn1)S(C)(=O)=O, [F-], C1CCOC1. As a reaction SMILES: [CH3:60][CH2:61][O:62][C:63](=[O:64])[CH3:65].[CH3:7][CH2:8][CH2:9][CH2:10][N+:11]([CH2:12][CH2:13][CH2:14][CH3:15])([CH2:16][CH2:17][CH2:18][CH3:19])[CH2:20][CH2:21][CH2:22][CH3:23].[Cl:24][c:25]1[c:26]([CH:40]([S:41](=[O:42])(=[O:43])[c:44]2[cH:45][c:46]([F:51])[c:47]([F:50])[cH:48][cH:49]2)[c:52]2[c:53]([F:59])[cH:54][cH:55][c:56]([F:58])[cH:57]2)[cH:27][c:28]([N:31]([S:32](=[O:33])(=[O:34])[CH3:35])[S:36]([CH3:37])(=[O:38])=[O:39])[n:29][cH:30]1.[F-:6].[O:1]1[CH2:2][CH2:3][CH2:4][CH2:5]1>>[Cl:24][c:25]1[c:26]([CH:40]([S:41](=[O:42])(=[O:43])[c:44]2[cH:45][c:46]([F:51])[c:47]([F:50])[cH:48][cH:49]2)[c:52]2[c:53]([F:59])[cH:54][cH:55][c:56]([F:58])[cH:57]2)[cH:27][c:28]([NH:31][S:32](=[O:33])(=[O:34])[CH3:35])[n:29][cH:30]1.